This data is from the Open Reaction Database (ORD), a public repository of structured organic reaction records. The task is: describe an organic reaction: reactants, conditions, products, and yield The reactants are ClC1=CC=C(CCl)C=C1 (4-Chlorobenzyl chloride), CC1=C(C2=NC=CC(=C2N1)N1CC2=CC=CC=C2CC1)C (2-(2,3-dimethyl-1H-pyrrolo[3,2-b]pyridin-7-yl)-1,2,3,4-tetrahydroisoquinoline), CC(C)([O-])C.[K+] (potassium tert-butoxide), C1COCCOCCOCCOCCOCCO1 (18-crown-6). The solvent is O1CCCC1 (tetrahydrofuran). Run at time 12 hour. Product: Cl.ClC1=CC=C(CN2C(=C(C3=NC=CC(=C32)N3CC2=CC=CC=C2CC3)C)C)C=C1 (1-(4-chlorobenzyl)-7-(1,2,3,4-tetrahydroisoquinolin-2-yl)-2,3-dimethyl-1H-pyrrolo[3,2-b]pyridine hydrochloride). The yield is 19.4%. As a reaction SMILES: [CH3:1][C:2]1[NH:10][C:9]2[C:4](=[N:5][CH:6]=[CH:7][C:8]=2[N:11]2[CH2:20][CH2:19][C:18]3[C:13](=[CH:14][CH:15]=[CH:16][CH:17]=3)[CH2:12]2)[C:3]=1[CH3:21].CC(C)([O-])C.[K+].C1OCCOCCOCCOCCOCCOC1.[Cl:46][C:47]1[CH:54]=[CH:53][C:50]([CH2:51]Cl)=[CH:49][CH:48]=1>O1CCCC1>[ClH:46].[Cl:46][C:47]1[CH:54]=[CH:53][C:50]([CH2:51][N:10]2[C:9]3[C:4](=[N:5][CH:6]=[CH:7][C:8]=3[N:11]3[CH2:20][CH2:19][C:18]4[C:13](=[CH:14][CH:15]=[CH:16][CH:17]=4)[CH2:12]3)[C:3]([CH3:21])=[C:2]2[CH3:1])=[CH:49][CH:48]=1 |f:1.2,6.7|. Procedure: 2-(2,3-dimethyl-1H-pyrrolo[3,2-b]pyridin-7-yl)-1,2,3,4-tetrahydroisoquinoline (30 mg, 0.108 mmol) prepared in Step 1, potassium tert-butoxide (13.6 mg, 0.162 mmol), and a catalytic amount of 18-crown-6 were added to anhydrous tetrahydrofuran (2 ml). 4-Chlorobenzyl chloride (0.09 ml, 0.162 mmol) was added to the reaction mixture, which was then stirred for 12 hours at room temperature. The reaction mixture was concentrated under reduced pressure. The resulting residue was purified with silica gel...